The task is: describe an organic reaction: reactants, conditions, products, and yield. This data is from the Open Reaction Database (ORD), a public repository of structured organic reaction records. Reactants: CCOP(=O)(CC(O)CN)C1CC=CCC1, CCO, [Li+], [OH-], O, O=P(O)(O)O. Product: NCC(O)CP(=O)(O)C1CC=CCC1. RXN SMILES: [CH2:4]([CH3:5])[O:6][P:7](=[O:8])([CH:9]1[CH2:10][CH:11]=[CH:12][CH2:13][CH2:14]1)[CH2:15][CH:16]([CH2:17][NH2:18])[OH:19].[CH3:25][CH2:26][OH:27].[Li+:1].[OH-:2].[OH2:3].[P:20](=[O:21])([OH:22])([OH:23])[OH:24]>>[O:6]=[P:7]([OH:8])([CH:9]1[CH2:10][CH:11]=[CH:12][CH2:13][CH2:14]1)[CH2:15][CH:16]([CH2:17][NH2:18])[OH:19]. Reactants: ice water, CC(C)([O-])C.[K+] (potassium t-butoxide), CI (methyl iodide), OC1=C(C=CC=C1)C1=NNC(O1)=O (5-(2-Hydroxyphenyl)-1,3,4-oxadiazol-2(3H)-one). Run in CN(C)C=O (DMF). Conditions: temperature 25 celsius, time 1 hour. The product is OC1=C(C=CC=C1)C1=NN(C(O1)=O)C (5-(2-Hydroxyphenyl)-3-methyl-1,3,4-oxadiazol-2(3H)-one). Yield: 71.1%. Reaction SMILES: [CH3:1]C(C)([O-])C.[K+].[OH:7][C:8]1[CH:13]=[CH:12][CH:11]=[CH:10][C:9]=1[C:14]1[O:18][C:17](=[O:19])[NH:16][N:15]=1.CI>CN(C=O)C>[OH:7][C:8]1[CH:13]=[CH:12][CH:11]=[CH:10][C:9]=1[C:14]1[O:18][C:17](=[O:19])[N:16]([CH3:1])[N:15]=1 |f:0.1|. Procedure details: To a suspension of 3.8 g of potassium t-butoxide in 60 ml of dry DMF under a N2 atmosphere was added portionwise 6 g of the product of Example 10 while maintaining the reaction temperature at 10°-20° C. with external cooling. After stirring at 25° C. for one hour, 9.6 g of methyl iodide was added dropwise at 10°-20° C. with external cooling. After stirring at room temperature for 16 hours, the suspension was poured into excess ice-water and filtered. The residue was recrystallized from 2-propano... Reaction SMILES: [BH4-:27].[Ca+2:26].[Cl-:24].[Cl-:25].[ClH:29].[F:1][C:2]([c:3]1[cH:4][cH:5][c:6]([CH:9]=[CH:10][c:11]2[o:12][cH:13][c:14]([CH2:16][C:17](=[O:18])[O:19][CH2:20][CH3:21])[n:15]2)[cH:7][cH:8]1)([F:22])[F:23].[Na+:28]>>[F:1][C:2]([c:3]1[cH:4][cH:5][c:6]([CH:9]=[CH:10][c:11]2[o:12][cH:13][c:14]([CH2:16][CH2:17][OH:18])[n:15]2)[cH:7][cH:8]1)([F:22])[F:23]. The reactants are [BH4-], [Ca+2], [Cl-], [Cl-], Cl, CCOC(=O)Cc1coc(C=Cc2ccc(C(F)(F)F)cc2)n1, [Na+]. The product is OCCc1coc(C=Cc2ccc(C(F)(F)F)cc2)n1. Isolated yield 95.5%. Procedure details: A solution of 7-bromophenazine-1-carboxylic acid (81) (333 mg, 1.10 mmol) (Madelmont, J. C.; Chezal, J. M.: Moins, N.; Teulade, J. C.; Chavignon, O. Labelled analogues of halobenzamides as radiopharmaceuticals, WO 2008/012782A3) in thionyl chloride (8 mL) was refluxed, under argon, for 1 h. After cooling to room temperature, the solvent was evaporated under reduce pressure and the residue was dissolved in anhydrous toluene (5 mL). The solvent was evaporated under vacuum and the residue was disso... Reaction conditions: time 24 hour. Product: C(C)N(CCOC=1C(=NC=CC1)F)CCNC(=O)C1=CC=CC2=NC3=CC(=CC=C3N=C12)Br (N-[2-[N-ethyl-N-[2-(2-fluoropyridin-3-yloxy)ethyl]amino]ethyl]-7-bromo phenazine-1-carboxamide). Solvent: ClCCl (dichloromethane), S(=O)(Cl)Cl (thionyl chloride). Reaction SMILES: [Br:1][C:2]1[CH:3]=[C:4]2[C:13](=[CH:14][CH:15]=1)[N:12]=[C:11]1[C:6]([CH:7]=[CH:8][CH:9]=[C:10]1[C:16]([OH:18])=O)=[N:5]2.[NH2:19][CH2:20][CH2:21][N:22]([CH2:33][CH3:34])[CH2:23][CH2:24][O:25][C:26]1[C:27]([F:32])=[N:28][CH:29]=[CH:30][CH:31]=1>S(Cl)(Cl)=O.ClCCl>[CH2:33]([N:22]([CH2:21][CH2:20][NH:19][C:16]([C:10]1[C:11]2[C:6](=[N:5][C:4]3[C:13]([N:12]=2)=[CH:14][CH:15]=[C:2]([Br:1])[CH:3]=3)[CH:7]=[CH:8][CH:9]=1)=[O:18])[CH2:23][CH2:24][O:25][C:26]1[C:27]([F:32])=[N:28][CH:29]=[CH:30][CH:31]=1)[CH3:34]. The reactants are BrC=1C=C2N=C3C=CC=C(C3=NC2=CC1)C(=O)O (7-bromophenazine-1-carboxylic acid), NCCN(CCOC=1C(=NC=CC1)F)CC (N-(2-aminoethyl)-N-ethyl-N-[2-(2-fluoropyridin-3-yloxy)ethyl]amine), halobenzamides. Reactants: CC1(C)C2CCC1(CS(=O)(=O)O)C(=O)C2, CCO, O=C(Cc1ccc(F)cc1)N=C=S, CN(C)C1CN(C2CCN(C(=O)Nc3cc(Oc4ccc(N)cc4)ccn3)CC2)C1. The product is CN(C)C1CN(C2CCN(C(=O)Nc3cc(Oc4ccc(NC(=S)NC(=O)Cc5ccc(F)cc5)cc4)ccn3)CC2)C1. RXN SMILES: [C:1]12([CH2:2][S:3]([OH:4])(=[O:5])=[O:6])[C:7]([CH3:8])([CH3:9])[CH:10]([CH2:11][CH2:12]1)[CH2:13][C:14]2=[O:15].[CH3:59][CH2:60][OH:61].[F:46][c:47]1[cH:48][cH:49][c:50]([CH2:53][C:54](=[O:55])[N:56]=[C:57]=[S:58])[cH:51][cH:52]1.[NH2:16][c:17]1[cH:18][cH:19][c:20]([O:21][c:22]2[cH:23][c:24]([NH:28][C:29](=[O:30])[N:31]3[CH2:32][CH2:33][CH:34]([N:37]4[CH2:38][CH:39]([N:41]([CH3:42])[CH3:43])[CH2:40]4)[CH2:35][CH2:36]3)[n:25][cH:26][cH:27]2)[cH:44][cH:45]1>>[NH:16]([c:17]1[cH:18][cH:19][c:20]([O:21][c:22]2[cH:23][c:24]([NH:28][C:29](=[O:30])[N:31]3[CH2:32][CH2:33][CH:34]([N:37]4[CH2:38][CH:39]([N:41]([CH3:42])[CH3:43])[CH2:40]4)[CH2:35][CH2:36]3)[n:25][cH:26][cH:27]2)[cH:44][cH:45]1)[C:57]([NH:56][C:54]([CH2:53][c:50]1[cH:49][cH:48][c:47]([F:46])[cH:52][cH:51]1)=[O:55])=[S:58].